Dataset: the Open Reaction Database (ORD), a public repository of structured organic reaction records. Task: describe an organic reaction: reactants, conditions, products, and yield The reactants are 99.25, CC1=CC=C(C2=C1N=C(S2)N)Cl (4-methyl-7-chloro-2-aminobenzothiazole), [OH-].[Na+] (sodium hydroxide), [Na] (sodium), CC1=CC=C(C(=C1NC(=O)N)S)Cl (6-methyl-3-chloro-2-mercaptophenylurea). Product: ClC1=CC=C(C=2N=C(SC21)O)C (7-chloro-4-methyl-2-hydroxybenzothiazole). Yield: 85.2%. Reaction SMILES: CC1C2N=C(N)SC=2C(Cl)=CC=1.[OH-].[Na+].[Na].[CH3:16][C:17]1[C:22]([NH:23][C:24](N)=[O:25])=[C:21]([SH:27])[C:20]([Cl:28])=[CH:19][CH:18]=1>>[Cl:28][C:20]1[C:21]2[S:27][C:24]([OH:25])=[N:23][C:22]=2[C:17]([CH3:16])=[CH:18][CH:19]=1 |f:1.2,^1:14|. Reported procedure: A mixture of 99.25 parts of 4-methyl-7-chloro-2-aminobenzothiazole, 20 parts of solid sodium hydroxide and the glycolic mother liquor mentioned in Example 8 is heated for 4 hours with agitation at 160°-165° C. The batch is then cooled with agitation to a temperature of 20°-30° C., and operations for cyclization of the precipitated sodium salt of 6-methyl-3-chloro-2-mercaptophenylurea are as indicated in Example 8. 85 Parts of 7-chloro-4-methyl-2-hydroxybenzothiazole having a melting point of 265... The reactants are CCN=C=NCCCN(C)C, CC1(C)OCC(Cn2ccc(N)n2)O1, CC1(C)OCC(Cn2ccc(NC(=O)C(Cc3ccc(Cl)cc3)N3CC(Oc4ccccc4Cl)=CC3=O)n2)O1, ClCCl, O=C(O)C(Cc1ccccc1Cl)N1CC(Oc2ccccc2Cl)=CC1=O, Cl, On1nnc2ccccc21. Product: CC1(C)OCC(Cn2ccc(NC(=O)C(Cc3ccccc3Cl)N3CC(Oc4ccccc4Cl)=CC3=O)n2)O1. RXN SMILES: [CH3:28][N:29]([CH3:30])[CH2:31][CH2:32][CH2:33][N:34]=[C:35]=[N:36][CH2:37][CH3:38].[CH3:49][C:50]1([CH3:62])[O:51][CH2:52][CH:53]([CH2:55][n:56]2[n:57][c:58]([NH2:61])[cH:59][cH:60]2)[O:54]1.[CH3:63][C:64]1([CH3:65])[O:66][CH:67]([CH2:68][n:69]2[cH:70][cH:71][c:72]([NH:73][C:74](=[O:75])[CH:76]([N:77]3[CH2:78][C:79]([O:80][c:81]4[cH:82][cH:83][cH:84][cH:85][c:86]4[Cl:87])=[CH:88][C:89]3=[O:90])[CH2:91][c:92]3[cH:93][cH:94][c:95]([Cl:96])[cH:97][cH:98]3)[n:99]2)[CH2:100][O:101]1.[Cl:102][CH2:103][Cl:104].[Cl:1][c:2]1[c:3]([O:4][C:5]2=[CH:6][C:7](=[O:22])[N:8]([CH:10]([C:11](=[O:12])[OH:13])[CH2:14][c:15]3[c:16]([Cl:21])[cH:17][cH:18][cH:19][cH:20]3)[CH2:9]2)[cH:23][cH:24][cH:25][cH:26]1.[ClH:27].[OH:39][n:40]1[c:41]2[cH:42][cH:43][cH:44][cH:45][c:46]2[n:47][n:48]1>>[Cl:1][c:2]1[c:3]([O:4][C:5]2=[CH:6][C:7](=[O:22])[N:8]([CH:10]([C:11](=[O:12])[NH:61][c:58]3[n:57][n:56]([CH2:55][CH:53]4[CH2:52][O:51][C:50]([CH3:49])([CH3:62])[O:54]4)[cH:60][cH:59]3)[CH2:14][c:15]3[c:16]([Cl:21])[cH:17][cH:18][cH:19][cH:20]3)[CH2:9]2)[cH:23][cH:24][cH:25][cH:26]1. The reactants are FC1=C(C=CC=C1)NN (2-fluoro-phenylhydrazine), N[C@@H]1CCC=2N(C3=CC=CC=C3C2CC(=O)OCCC)C1 (propyl ([7R]-7-amino-6,7,8,9-tetrahydropyrido[1,2-a]indol-10-yl)acetate). The product is FC=1C=CC=C2C=CNC12 (7-fluoroindole). As a reaction SMILES: [F:1][C:2]1[CH:7]=[CH:6][CH:5]=[CH:4][C:3]=1[NH:8]N.N[C@H:11]1CN2C3C(C(CC(OCCC)=O)=C2C[CH2:12]1)=CC=CC=3>>[F:1][C:2]1[CH:7]=[CH:6][CH:5]=[C:4]2[C:3]=1[NH:8][CH:12]=[CH:11]2. Reported procedure: This compound was prepared from 2-fluoro-phenylhydrazine according to the procedure outlined for propyl ([7R]-7-amino-6,7,8,9-tetrahydropyrido[1,2-a]indol-10-yl)acetate. Reactants: O1C=C(C=C1)C1=C(C(=CC(=C1)C)C)O (2-(furan-3-yl)-4,6-dimethylphenol), O1C=C(C=C1)C1=C(C(=CC(=C1)C)C)O (2-(furan-3-yl)-4,6-dimethylphenol). Reagents/catalysts: [C].[Pd] (Palladium carbon). Run in CO (methanol). Run at time 6 hour. Yields the product CC1=C(C(=CC(=C1)C)C1COCC1)O (2,4-dimethyl-6-(tetrahydrofuran-3-yl)phenol). Isolated yield 73.1%. As a reaction SMILES: [O:1]1[CH:5]=[CH:4][C:3]([C:6]2[CH:11]=[C:10]([CH3:12])[CH:9]=[C:8]([CH3:13])[C:7]=2[OH:14])=[CH:2]1>CO.[C].[Pd]>[CH3:13][C:8]1[CH:9]=[C:10]([CH3:12])[CH:11]=[C:6]([CH:3]2[CH2:4][CH2:5][O:1][CH2:2]2)[C:7]=1[OH:14] |f:2.3|. Reported procedure: 2-(furan-3-yl)-4,6-dimethylphenol (Compound 6-2) (0.6 g, 3.2 mmol) was dissolved in methanol. Palladium carbon (0.06 g) was added thereto, followed by stirring under hydrogen balloon at room temperature for 6 hours. After the completion of the reaction, the reaction mixture was filtered through Celite. The filtrate was concentrated under reduced pressure, and purified by column chromatography to obtain 2,4-dimethyl-6-(tetrahydrofuran-3-yl)phenol (0.45 g, 73%). Starting materials: C[O-].[Na+] (sodium methoxide), C(C)OC(C#N)OCC (diethoxyacetonitrile), C(=O)=O (carbon dioxide). Solvent: CO (methanol), CO (methanol), CO (methanol). Run at time 4 hour. Product: C(C)OC(C(OC)=N)OCC (methyl diethoxyacetimidate). Yield: 92.0%. Reaction SMILES: C[O-].[Na+].[CH2:4]([O:6][CH:7]([O:10][CH2:11][CH3:12])[C:8]#[N:9])[CH3:5].[C:13](=O)=[O:14]>CO>[CH2:4]([O:6][CH:7]([O:10][CH2:11][CH3:12])[C:8](=[NH:9])[O:14][CH3:13])[CH3:5] |f:0.1|. Procedure: To a solution of sodium methoxide (3.54 ml of a 25% wt. solution in methanol, 15.5 mmol) in methanol (80 ml) was added diethoxyacetonitrile (215 ml, 155 mmol) and the reaction mixture stirred for 4 hours at room temperature. Solid carbon dioxide was added and most of the methanol was removed in vacuo. Diethyl ether (30 ml) was added and the sodium carbonate removed by filtration. The residue was concentrated to afford methyl diethoxyacetimidate as a colourless oil (22 g, 92% yield) which was use... Starting materials: COC1(CNCC1)C1=CC(=CC=C1)OCC1=CC2=CC=CC=C2C=C1 (3-methoxy-3-[3-(naphth-2-ylmethoxy)phenyl]pyrrolidine), BrCC(=O)OC (methyl bromoacetate). Run in 33Z. Yields the product COC1(CN(CC1)CC(=O)OC)C1=CC(=CC=C1)OCC1=CC2=CC=CC=C2C=C1 (3-methoxy-1-(methoxycarbonylmethyl)-3-[3-(naphth-2-ylmethoxy)phenyl]pyrrolidine). Reaction SMILES: [CH3:1][O:2][C:3]1([C:8]2[CH:13]=[CH:12][CH:11]=[C:10]([O:14][CH2:15][C:16]3[CH:25]=[CH:24][C:23]4[C:18](=[CH:19][CH:20]=[CH:21][CH:22]=4)[CH:17]=3)[CH:9]=2)[CH2:7][CH2:6][NH:5][CH2:4]1.Br[CH2:27][C:28]([O:30][CH3:31])=[O:29]>>[CH3:1][O:2][C:3]1([C:8]2[CH:13]=[CH:12][CH:11]=[C:10]([O:14][CH2:15][C:16]3[CH:25]=[CH:24][C:23]4[C:18](=[CH:19][CH:20]=[CH:21][CH:22]=4)[CH:17]=3)[CH:9]=2)[CH2:7][CH2:6][N:5]([CH2:27][C:28]([O:30][CH3:31])=[O:29])[CH2:4]1. Procedure: Using an analogous procedure to that described in Example 3, 3-methoxy-3-[3-(naphth-2-ylmethoxy)phenyl]pyrrolidine was reacted with methyl bromoacetate to give 3-methoxy-1-(methoxycarbonylmethyl)-3-[3-(naphth-2-ylmethoxy)phenyl]pyrrolidine in 33Z yield, m.p. 78°-80° C. Reactants: CN(C)C=O, CCOc1cc(CCl)ccc1OCc1nc(-c2ccco2)oc1C, [H-], [Na+], O, O=Cc1cn(-c2ccccc2)nc1O. The product is CCOc1cc(COc2nn(-c3ccccc3)cc2C=O)ccc1OCc1nc(-c2ccco2)oc1C. Reaction SMILES: [CH3:39][N:40]([CH3:41])[CH:42]=[O:43].[Cl:1][CH2:2][c:3]1[cH:4][c:5]([O:22][CH2:23][CH3:24])[c:6]([O:7][CH2:8][c:9]2[n:10][c:11](-[c:15]3[o:16][cH:17][cH:18][cH:19]3)[o:12][c:13]2[CH3:14])[cH:20][cH:21]1.[H-:44].[Na+:45].[OH2:46].[OH:25][c:26]1[n:27][n:28](-[c:33]2[cH:34][cH:35][cH:36][cH:37][cH:38]2)[cH:29][c:30]1[CH:31]=[O:32]>>[CH2:2]([c:3]1[cH:4][c:5]([O:22][CH2:23][CH3:24])[c:6]([O:7][CH2:8][c:9]2[n:10][c:11](-[c:15]3[o:16][cH:17][cH:18][cH:19]3)[o:12][c:13]2[CH3:14])[cH:20][cH:21]1)[O:25][c:26]1[n:27][n:28](-[c:33]2[cH:34][cH:35][cH:36][cH:37][cH:38]2)[cH:29][c:30]1[CH:31]=[O:32]. Reactants: ( E ), NC1=C(C=CC=C1)C=C(C(=O)OCC)C (ethyl 3-(2-aminophenyl)-2-methyl-2-propenate). The solvent is C(C)O (ethanol). Product: CC=1C(NC2=CC=CC=C2C1)=O (3-methylcarbostyril). As a reaction SMILES: [NH2:1][C:2]1[CH:7]=[CH:6][CH:5]=[CH:4][C:3]=1[CH:8]=[C:9]([CH3:15])[C:10](OCC)=[O:11]>C(O)C>[CH3:15][C:9]1[C:10](=[O:11])[NH:1][C:2]2[C:3]([CH:8]=1)=[CH:4][CH:5]=[CH:6][CH:7]=2. Procedure: Into 10 ml of ethanol, 0.5 g of (E) ethyl 3-(2-aminophenyl)-2-methyl-2-propenate was dissolved; and, while being stirred, the mixture was irradiated with ultraviolet rays at 256 nm for 48 hours. The reaction liquid was concentrated under a reduced pressure, and the resulting crude crystal was recrystallized from ethanol, whereby the aimed compound was obtained.